Dataset: the Open Reaction Database (ORD), a public repository of structured organic reaction records. Task: describe an organic reaction: reactants, conditions, products, and yield Reactants: [Li]CCCC, Cc1c2n(c3ccccc13)C(=O)CCC2, Cc1c(C=O)ncn1C(c1ccccc1)(c1ccccc1)c1ccccc1, CCCCCC, CC(C)NC(C)C, C1CCOC1, O. Reaction SMILES: [CH2:8]([Li:9])[CH2:10][CH2:11][CH3:12].[CH3:13][c:14]1[c:15]2[n:16]([c:17]3[cH:18][cH:19][cH:20][cH:21][c:22]13)[C:23](=[O:27])[CH2:24][CH2:25][CH2:26]2.[CH3:28][c:29]1[c:30]([CH:53]=[O:54])[n:31][cH:32][n:33]1[C:34]([c:35]1[cH:36][cH:37][cH:38][cH:39][cH:40]1)([c:41]1[cH:42][cH:43][cH:44][cH:45][cH:46]1)[c:47]1[cH:48][cH:49][cH:50][cH:51][cH:52]1.[CH3:60][CH2:61][CH2:62][CH2:63][CH2:64][CH3:65].[CH:1]([NH:2][CH:3]([CH3:4])[CH3:5])([CH3:6])[CH3:7].[O:55]1[CH2:56][CH2:57][CH2:58][CH2:59]1.[OH2:66]>>[CH3:13][c:14]1[c:15]2[n:16]([c:17]3[cH:18][cH:19][cH:20][cH:21][c:22]13)[C:23](=[O:27])[CH:24]([CH:53]([c:30]1[c:29]([CH3:28])[n:33]([C:34]([c:35]3[cH:36][cH:37][cH:38][cH:39][cH:40]3)([c:41]3[cH:42][cH:43][cH:44][cH:45][cH:46]3)[c:47]3[cH:48][cH:49][cH:50][cH:51][cH:52]3)[cH:32][n:31]1)[OH:54])[CH2:25][CH2:26]2. Yields the product Cc1c2n(c3ccccc13)C(=O)C(C(O)c1ncn(C(c3ccccc3)(c3ccccc3)c3ccccc3)c1C)CC2.